From a dataset of the Open Reaction Database (ORD), a public repository of structured organic reaction records. describe an organic reaction: reactants, conditions, products, and yield The reactants are O[C@@H]1[C@](CC2=CC=CC=C12)(C=1CC2=CC=CC=C2C1)CC1=CC=C(C(=O)N)C=C1 (4-{[(1′R,2′R)-1′-hydroxy-1′,3′-dihydro-1H,2′H-2,2′-biinden-2′-yl]methyl}benzamide), C1CCC(CC1)N=C=NC2CCCCC2 (DCC), C(=O)(OCC1C2=CC=CC=C2C2=CC=CC=C12)N[C@@H](CC(C)C)C(=O)O (Fmoc leucine). The reagents and catalysts are CN(C)C=1C=CN=CC1 (DMAP). The solvent is C(C)(=O)OCC (ethyl acetate). Run at time 12 hour. The product is N[C@@H](CC(C)C)C(=O)O[C@@H]1[C@](CC2=CC=CC=C12)(C=1CC2=CC=CC=C2C1)CC1=CC=C(C=C1)C(N)=O ((1R,2R)-2-(4-carbamoylbenzyl)-2,3-dihydro-1H,1′H-2,2′-biinden-1-yl L-leucinate). The yield is 61.8%. As a reaction SMILES: [OH:1][C@H:2]1[C:10]2[C:5](=[CH:6][CH:7]=[CH:8][CH:9]=2)[CH2:4][C@:3]1([CH2:20][C:21]1[CH:29]=[CH:28][C:24]([C:25]([NH2:27])=[O:26])=[CH:23][CH:22]=1)[C:11]1[CH2:12][C:13]2[C:18]([CH:19]=1)=[CH:17][CH:16]=[CH:15][CH:14]=2.C1CCC(N=C=NC2CCCCC2)CC1.C([NH:62][C@H:63]([C:68](O)=[O:69])[CH2:64][CH:65]([CH3:67])[CH3:66])(OCC1C2C(=CC=CC=2)C2C1=CC=CC=2)=O>CN(C1C=CN=CC=1)C.C(OCC)(=O)C>[NH2:62][C@H:63]([C:68]([O:1][C@H:2]1[C:10]2[C:5](=[CH:6][CH:7]=[CH:8][CH:9]=2)[CH2:4][C@:3]1([CH2:20][C:21]1[CH:29]=[CH:28][C:24]([C:25](=[O:26])[NH2:27])=[CH:23][CH:22]=1)[C:11]1[CH2:12][C:13]2[C:18]([CH:19]=1)=[CH:17][CH:16]=[CH:15][CH:14]=2)=[O:69])[CH2:64][CH:65]([CH3:67])[CH3:66]. Procedure details: To a solution of 4-{[(1′R,2′R)-1′-hydroxy-1′,3′-dihydro-1H,2′H-2,2′-biinden-2′-yl]methyl}benzamide (13, 140 mg, 0.36 mmol), DCC (90 mg, 0.44 mmol) and DMAP (4.3 mg, 0.036 mmol) in ethyl acetate (10 mL), was added Fmoc leucine (126 mg, 0.36 mmol) and then stirred at room temperature for 12 h. The solids were filtered, washed with ethyl acetate (25 ml) and the combined filtrate was washed with 1.5 N HCl (25 mL), water (25 mL), brine (10 mL), dried over anhydrous Na2SO4. The organic layer was evapo... The reactants are N1C=C(C2=CC=CC=C12)C[C@H](C(=O)O)NS(=O)(=O)C1=CC=C(C=C1)N1CCC(CC1)C1=CC=CC=C1 ((R)-3-(1H-Indol-3-yl)-2-[4-(4-phenyl-piperidin-1-yl)-benzenesulfonylamino]-propionic acid), [Na][Na] (disodium), monohydrate. Yields the product C1(=CC=CC=C1)CC[C@@H](C(=O)O)NS(=O)(=O)C1=CC=C(C=C1)N1CCC(CC1)C1=CC=CC=C1 ((S)-4-Phenyl-2-[4-(4-phenyl-piperidin-1-yl)-benzene-sulfonylamino]-butyric acid). RXN SMILES: N1[C:9]2[C:4](=[CH:5][CH:6]=[CH:7][CH:8]=2)[C:3]([CH2:10][C@@H:11]([NH:15][S:16]([C:19]2[CH:24]=[CH:23][C:22]([N:25]3[CH2:30][CH2:29][CH:28]([C:31]4[CH:36]=[CH:35][CH:34]=[CH:33][CH:32]=4)[CH2:27][CH2:26]3)=[CH:21][CH:20]=2)(=[O:18])=[O:17])[C:12]([OH:14])=[O:13])=C1.[Na][Na]>>[C:4]1([CH2:3][CH2:10][C@H:11]([NH:15][S:16]([C:19]2[CH:24]=[CH:23][C:22]([N:25]3[CH2:26][CH2:27][CH:28]([C:31]4[CH:36]=[CH:35][CH:34]=[CH:33][CH:32]=4)[CH2:29][CH2:30]3)=[CH:21][CH:20]=2)(=[O:17])=[O:18])[C:12]([OH:14])=[O:13])[CH:9]=[CH:8][CH:7]=[CH:6][CH:5]=1. Procedure details: (R)-3-(1H-Indol-3-yl)-2-[4-(4-phenyl-piperidin-1-yl)-benzenesulfonylamino]-propionic acid, disodium salt, monohydrate; Starting materials: C[SiH](C)OCC=Cc1cccc(C(C)(C)C)c1, C1CCOC1. Reaction SMILES: [C:1]([CH3:2])([CH3:3])([CH3:4])[c:5]1[cH:6][c:7]([CH:8]=[CH:9][CH2:10][O:11][SiH:12]([CH3:13])[CH3:14])[cH:15][cH:16][cH:17]1.[O:18]1[CH2:19][CH2:20][CH2:21][CH2:22]1>>[C:1]([CH3:2])([CH3:3])([CH3:4])[c:5]1[cH:6][c:7]([CH2:8][CH:9]([CH2:10][O:11][SiH:12]([CH3:13])[CH3:14])[OH:18])[cH:15][cH:16][cH:17]1. Product: C[SiH](C)OCC(O)Cc1cccc(C(C)(C)C)c1. Starting materials: [H-].[Na+] (sodium hydride), FC(C(O)C=1NC=CC1)(C(C(F)(F)F)(F)F)F (2-(2',2',3',3',4',4',4'-heptafluoro-1'-hydroxybutyl)pyrrole), C[Si](C)(C)Cl (Trimethylsilyl chloride). The solvent is C1CCOC1 (THF), C1CCOC1 (THF). Reaction conditions: time 2 hour. Product: FC(C(O[Si](C)(C)C)C=1NC=CC1)(C(C(F)(F)F)(F)F)F (2-(2',2',3',3',4',4',4'-heptafluoro-1'-trimethylsiloxybutyl)pyrrole). Isolated yield 92.7%. As a reaction SMILES: [F:1][C:2]([F:17])([C:10]([F:16])([F:15])[C:11]([F:14])([F:13])[F:12])[CH:3]([C:5]1[NH:6][CH:7]=[CH:8][CH:9]=1)[OH:4].[H-].[Na+].[CH3:20][Si:21](Cl)([CH3:23])[CH3:22]>C1COCC1>[F:17][C:2]([F:1])([C:10]([F:15])([F:16])[C:11]([F:12])([F:13])[F:14])[CH:3]([C:5]1[NH:6][CH:7]=[CH:8][CH:9]=1)[O:4][Si:21]([CH3:23])([CH3:22])[CH3:20] |f:1.2|. Procedure: A solution of 2-(2',2',3',3',4',4',4'-heptafluoro-1'-hydroxybutyl)pyrrole (2.6514 g, 10 mmol) dissolved in 25 ml of dry THF was transferred by canula to a suspension of sodium hydride (0.2640 g, 11 mmol) in 50 ml of THF. The mixture was stirred for 2 hours at room temperature. Trimethylsilyl chloride (1.195 g, 11 mmol) was added dropwise and the solution was stirred overnight. The resulting suspension was evaporated almost to dryness and 50 ml of water was added. The mixture was extracted 3×50 m...